Dataset: the Open Reaction Database (ORD), a public repository of structured organic reaction records. Task: describe an organic reaction: reactants, conditions, products, and yield RXN SMILES: [C:27](=[O:28])([O-:29])[O-:30].[CH3:33][S:34]([CH3:35])=[O:36].[Cl:2][c:3]1[c:4]([NH2:22])[c:5]2[c:10]([cH:11][cH:12]1)[O:9][CH:8]([C:13]([F:14])([F:15])[F:16])[C:7]([C:17](=[O:18])[O:19][CH2:20][CH3:21])=[CH:6]2.[IH:1].[K+:26].[K+:31].[K+:32].[N:23]([O-:24])=[O:25].[OH2:37]>>[I:1][c:4]1[c:3]([Cl:2])[cH:12][cH:11][c:10]2[c:5]1[CH:6]=[C:7]([C:17](=[O:18])[O:19][CH2:20][CH3:21])[CH:8]([C:13]([F:14])([F:15])[F:16])[O:9]2. Reactants: O=C([O-])[O-], CS(C)=O, CCOC(=O)C1=Cc2c(ccc(Cl)c2N)OC1C(F)(F)F, I, [K+], [K+], [K+], O=N[O-], O. Yields the product CCOC(=O)C1=Cc2c(ccc(Cl)c2I)OC1C(F)(F)F. Procedure: A solution of 22 g of hexyne in 300 ml of THF was placed in a flask, and cooled to -50° C. Then, 170 ml of a 1.55M n-hexane solution of n-butyllithium was dropped thereto. The resulting mixture was stirred at -50° C. for 15 minutes, and then a solution of 50 g of (S) 1-ethoxyethyl-N,N-dimethyllactamide as obtained in Example 1 (2) in 150 ml of THF was dropped thereto. The resulting mixture was stirred at the same temperature as above for two hours, and then an aqueous solution of 28.3 g of ammon... Yields the product OC(C)C(C#CCCCC)=O (2-hydroxy-4-nonyn-3-one). Starting materials: [Cl-].[NH4+] (ammonium chloride), C(C)OC(C)C(C(=O)N(C)C)(O)C (1-ethoxyethyl-N,N-dimethyllactamide), C(CCC)[Li] (n-butyllithium), C#CCCCC (hexyne), ( S ), Example 1 ( 2 ). Conditions: temperature -50 celsius, time 15 minute. RXN SMILES: [CH:1]#[C:2][CH2:3][CH2:4]CC.[CH2:7]([Li])CCC.C(O[CH:15]([C:17](C)([OH:23])[C:18](N(C)C)=[O:19])[CH3:16])C.[Cl-].[NH4+]>C1COCC1.O.CCCCCC>[OH:19][CH:18]([C:17](=[O:23])[C:15]#[C:16][CH2:1][CH2:2][CH2:3][CH3:4])[CH3:7] |f:3.4|. Run in O (water), C1CCOC1 (THF), CCCCCC (n-hexane), C1CCOC1 (THF). Reaction SMILES: [C:1]([CH2:9][C:10]([O:12][CH3:13])=[O:11])(=[O:8])[C:2]1[CH:7]=[CH:6][CH:5]=[N:4][CH:3]=1.[Na].[CH2:15](Br)[CH:16]=[CH2:17]>CO>[CH3:13][O:12][C:10](=[O:11])[CH:9]([C:1](=[O:8])[C:2]1[CH:7]=[CH:6][CH:5]=[N:4][CH:3]=1)[CH2:17][CH:16]=[CH2:15] |^1:13|. The solvent is CO (methanol). Product: COC(C(CC=C)C(C1=CN=CC=C1)=O)=O (methyl-2-nicotinoyl-4-pentenoate). Run at temperature 25 celsius, time 30 minute. Procedure details: Methyl 2-(nicotinoyl)acetate (17.9 g, prepared by the method of E. Wenkert el al. J. Org. Chem., 1983, 48, 5006) was added under argon to a solution of sodium metal (2.3 g) in methanol (200 ml) and the resulting mixture was stirred at 25° C. for 30 mins. Allyl bromide (12.0 g) was then added and stirring was continued overnight. A further amount (about 2 g) of allyl bromide was added, the mixture was stirred for 48 hours, and then concentrated. The residual oil was partitioned between water and ... Starting materials: C(C1=CN=CC=C1)(=O)CC(=O)OC (Methyl 2-(nicotinoyl)acetate), [Na] (sodium), C(C=C)Br (allyl bromide), C(C=C)Br (Allyl bromide). Reactants: [OH-].[Na+] (sodium hydroxide), solution, C=O (formaldehyde), CC1=C(C=CC(=C1)C)O (2,4-dimethylphenol), [OH-].[Na+] (sodium hydroxide). The solvent is O (water). Conditions: temperature 50 celsius. The product is CC1=C(C(=CC(=C1)C)CO)O (2,4-Dimethyl-6-hydroxymethylphenol). As a reaction SMILES: [CH2:1]=[O:2].[CH3:3][C:4]1[CH:9]=[C:8]([CH3:10])[CH:7]=[CH:6][C:5]=1[OH:11].[OH-].[Na+]>O>[CH3:3][C:4]1[CH:9]=[C:8]([CH3:10])[CH:7]=[C:6]([CH2:1][OH:2])[C:5]=1[OH:11] |f:2.3|. Procedure: A 38% solution of formaldehyde (32.0 grams, 0.4 mol) was added to a stirred solution of 2,4-dimethylphenol (36.6 grams, 0.3 mol) in water (100 ml) containing sodium hydroxide (14 gr., 0.35 mol) and heated at 50° C. for 4 to 5 hours. The reaction was cooled and solid sodium hydroxide added to precipitate the salt of the product. The solid was removed by filtration and dissolved in water. This solution was neutralized with carbon dioxide (dry ice) and the resulting mixture was extracted with methy... The reactants are CC(=O)C (acetone), CC1([C@@H](N2[C@H](S1)[C@@H](C2=O)N)C(=O)O)C (6-Aminopenicillanic acid), O.C1(=CC=C(C=C1)S(=O)(=O)O)C (p-toluene-sulfonic acid monohydrate), aqueous solution, C(C)(=O)OO (peracetic acid). The solvent is O (water). Conditions: temperature 7.5 celsius. The product is C1(=CC=C(C=C1)S(=O)(=O)O)C (p-toluenesulfonic acid). The yield is 162.6%. As a reaction SMILES: CC1(C)S[C@@H]2[C@H](N)C(=O)N2[C@H]1C(O)=O.O.[C:16]1([CH3:26])[CH:21]=[CH:20][C:19]([S:22]([OH:25])(=[O:24])=[O:23])=[CH:18][CH:17]=1.C(OO)(=O)C.CC(C)=O>O>[C:16]1([CH3:26])[CH:17]=[CH:18][C:19]([S:22]([OH:25])(=[O:23])=[O:24])=[CH:20][CH:21]=1 |f:1.2|. Procedure: 6-Aminopenicillanic acid (43.2 g, 200 millimoles) was dispersed in distilled water at 0° C., and p-toluene-sulfonic acid monohydrate (38.0 g, 200 millimoles) was added to the dispersion with stirring, which was continued at 0° C. until a homogeneous solution was formed. Then, a 40% aqueous solution of peracetic acid (40.0 g, 210 millimoles) was gradually dropped into the solution so that the temperature of the reaction liquid was maintained at 5 to 10° C. After completion of the dropping, the li... The reactants are ClC1=CC(=NC2=CC=C(C=C12)C)N1CCS(C2=C(C1)C=CC=C2)(=O)=O (4-(4-chloro-6-methylquinolin-2-yl)-2,3,4,5-tetrahydro-1,4-benzothiazepine 1,1-dioxide), C(CCCN)N (butane-1,4-diamine). The product is O=S1(CCN(CC2=C1C=CC=C2)C2=NC1=CC=C(C=C1C(=C2)NCCCCN)C)=O (N-[2-(1,1-Dioxido-2,3-dihydro-1,4-benzothiazepin-4(5 H)-yl)-6-methylquinolin-4-yl]butane-1,4-diamine). Reaction SMILES: Cl[C:2]1[C:11]2[C:6](=[CH:7][CH:8]=[C:9]([CH3:12])[CH:10]=2)[N:5]=[C:4]([N:13]2[CH2:19][C:18]3[CH:20]=[CH:21][CH:22]=[CH:23][C:17]=3[S:16](=[O:25])(=[O:24])[CH2:15][CH2:14]2)[CH:3]=1.[CH2:26]([NH2:31])[CH2:27][CH2:28][CH2:29][NH2:30]>>[O:24]=[S:16]1(=[O:25])[C:17]2[CH:23]=[CH:22][CH:21]=[CH:20][C:18]=2[CH2:19][N:13]([C:4]2[CH:3]=[C:2]([NH:30][CH2:29][CH2:28][CH2:27][CH2:26][NH2:31])[C:11]3[C:6](=[CH:7][CH:8]=[C:9]([CH3:12])[CH:10]=3)[N:5]=2)[CH2:14][CH2:15]1. Procedure: The title compound was prepared in analogy to Example 9-1 in Scheme 5 by using 4-(4-chloro-6-methylquinolin-2-yl)-2,3,4,5-tetrahydro-1,4-benzothiazepine 1,1-dioxide (prepared in analogy to the one in Example 2-1) and butane-1,4-diamine. MS obsd. (ESI+) [(M+H)+] 425, 1H NMR (400 MHz, CD3OD) δ ppm 8.01-7.95 (m, 1 H), 7.92-7.86 (m, 1 H), 7.83-7.76 (m, 1 H), 7.69-7.61 (m, 1 H), 7.61-7.54 (m, 1 H), 7.50-7.42 (m, 1 H), 7.39-7.31 (m, 1 H), 5.96 (s, 1 H), 5.20 (brs, 2 H), 3.63 (brs, 2 H), 3.47 (brs, 2 H... Reactants: CN(C(CC1=CC(=C(C=C1)OCC1=CC=CC=C1)\C=C/C(=O)OC)=O)CCC1=CC=CC=C1 (cis-N-methyl-N-phenethyl-2-[4-benzyloxy-3-(2-carbomethoxyvinyl)phenyl]acetamide), O[Li].O (LiOH·H2O). Solvent: CO.C1CCOC1.O (MeOH THF H2O). Conditions: time 12 hour. The product is CN(C(CC1=CC(=C(C=C1)OCC1=CC=CC=C1)\C=C/C(=O)O)=O)CCC1=CC=CC=C1 (cis-N-methyl-N-phenethyl-2-[4-benzyloxy-3-(2-carboxyvinyl)phenyl]acetamide). Reaction SMILES: [CH3:1][N:2]([CH2:26][CH2:27][C:28]1[CH:33]=[CH:32][CH:31]=[CH:30][CH:29]=1)[C:3](=[O:25])[CH2:4][C:5]1[CH:10]=[CH:9][C:8]([O:11][CH2:12][C:13]2[CH:18]=[CH:17][CH:16]=[CH:15][CH:14]=2)=[C:7](/[CH:19]=[CH:20]\[C:21]([O:23]C)=[O:22])[CH:6]=1.O[Li].O>CO.C1COCC1.O>[CH3:1][N:2]([CH2:26][CH2:27][C:28]1[CH:29]=[CH:30][CH:31]=[CH:32][CH:33]=1)[C:3](=[O:25])[CH2:4][C:5]1[CH:10]=[CH:9][C:8]([O:11][CH2:12][C:13]2[CH:18]=[CH:17][CH:16]=[CH:15][CH:14]=2)=[C:7](/[CH:19]=[CH:20]\[C:21]([OH:23])=[O:22])[CH:6]=1 |f:1.2,3.4.5|. Reported procedure: To a solution of 160 mg (0.36 mmoles) of cis-N-methyl-N-phenethyl-2-[4-benzyloxy-3-(2-carbomethoxyvinyl)phenyl]acetamide in 10 ml of a 1:1:1 MeOH/THF/H2O mixture at 0° C. is added 76 mg (1.8 mmoles) of LiOH·H2O. The reaction mixture is allowed to come to room temperature and stirred at room temperatured for 12 hours after which time the eraction mixtured is concentrated down in vacuo, taken up in H2O washed with ether (2 times) and acidified to pH 3-4 with 1N HCl. The aqueous layer extracted wit... The reactants are C=CCBr, CO, [K+], [OH-], O=C1CCc2cc(O)ccc2N1. The product is C=CCOc1ccc2c(c1)CCC(=O)N2. RXN SMILES: [CH2:13]([CH:14]=[CH2:15])[Br:16].[CH3:17][OH:18].[K+:20].[OH-:19].[OH:1][c:2]1[cH:3][c:4]2[c:9]([cH:10][cH:11]1)[NH:8][C:7](=[O:12])[CH2:6][CH2:5]2>>[O:1]([c:2]1[cH:3][c:4]2[c:9]([cH:10][cH:11]1)[NH:8][C:7](=[O:12])[CH2:6][CH2:5]2)[CH2:15][CH:14]=[CH2:13].